The task is: describe an organic reaction: reactants, conditions, products, and yield. This data is from the Open Reaction Database (ORD), a public repository of structured organic reaction records. Reactants: BrB(Br)Br, ClCCl, CCOC(=O)CCc1cc(F)c(OC)cc1F. Product: CCOC(=O)CCc1cc(F)c(O)cc1F. RXN SMILES: [B:18]([Br:19])([Br:20])[Br:21].[Cl:22][CH2:23][Cl:24].[F:1][c:2]1[c:3]([CH2:11][CH2:12][C:13](=[O:14])[O:15][CH2:16][CH3:17])[cH:4][c:5]([F:10])[c:6]([O:8][CH3:9])[cH:7]1>>[F:1][c:2]1[c:3]([CH2:11][CH2:12][C:13](=[O:14])[O:15][CH2:16][CH3:17])[cH:4][c:5]([F:10])[c:6]([OH:8])[cH:7]1.